From a dataset of the Open Reaction Database (ORD), a public repository of structured organic reaction records. describe an organic reaction: reactants, conditions, products, and yield Starting materials: CON(C([C@H](CC1C(NCC1)=O)NC(OC(C)(C)C)=O)=O)C (tert-butyl ((2S)-1-(methoxy(methyl)amino)-1-oxo-3-(2-oxopyrrolidin-3-yl) propan-2-yl)carbamate), [NH4+].[Cl-] (NH4Cl), [Li]CCCC (n-BuLi), C(=C)(C)Br (isopropenyl bromide). Run in C1CCOC1 (THF), C1CCOC1 (THF). Run at temperature -78 celsius, time 30 minute. Product: CC(C([C@H](CC1C(NCC1)=O)NC(OC(C)(C)C)=O)=O)=C (tert-butyl ((2S)-4-methyl-3-oxo-1-(2-oxopyrrolidin-3-yl)pent-4-en-2-yl)carbamate). The yield is 42.7%. Reaction SMILES: [Li]CCCC.[C:6](Br)([CH3:8])=[CH2:7].CON(C)[C:13](=[O:30])[C@@H:14]([NH:22][C:23](=[O:29])[O:24][C:25]([CH3:28])([CH3:27])[CH3:26])[CH2:15][CH:16]1[CH2:20][CH2:19][NH:18][C:17]1=[O:21].[NH4+].[Cl-]>C1COCC1>[CH3:8][C:6](=[CH2:7])[C:13](=[O:30])[C@@H:14]([NH:22][C:23](=[O:29])[O:24][C:25]([CH3:26])([CH3:27])[CH3:28])[CH2:15][CH:16]1[CH2:20][CH2:19][NH:18][C:17]1=[O:21] |f:3.4|. Reported procedure: n-BuLi (2.5 M, 3.17 mL, 7.9 mmol) was added dropwise to a solution of isopropenyl bromide (0.9 g, 8.3 mmol) in THF (15.0 mL) at −78° C. and the mixture was stirred at −78° C. for 30 min. A solution of tert-butyl ((2S)-1-(methoxy(methyl)amino)-1-oxo-3-(2-oxopyrrolidin-3-yl) propan-2-yl)carbamate (500 mg, 1.58 mmol) in THF (5.0 mL) was added dropwise. The reaction mixture was stirred at −78° C. for 3 h and then allowed to warm to ambient temperature and stirred for 12 h. Saturated aqueous NH4Cl (5... Starting materials: CCO, Cc1sc(C(=O)C=Cc2ccc(CCC(=O)O)cc2)c2c1C1C(C2)C1(C)C. Yields the product Cc1sc(C(=O)CCc2ccc(CCC(=O)O)cc2)c2c1C1C(C2)C1(C)C. RXN SMILES: [CH3:28][CH2:29][OH:30].[O:1]=[C:2]([CH:3]=[CH:4][c:5]1[cH:6][cH:7][c:8]([CH2:11][CH2:12][C:13](=[O:14])[OH:15])[cH:9][cH:10]1)[c:16]1[c:17]2[c:21]([c:22]([CH3:24])[s:23]1)[CH:20]1[CH:19]([CH2:18]2)[C:25]1([CH3:26])[CH3:27]>>[O:1]=[C:2]([CH2:3][CH2:4][c:5]1[cH:6][cH:7][c:8]([CH2:11][CH2:12][C:13](=[O:14])[OH:15])[cH:9][cH:10]1)[c:16]1[c:17]2[c:21]([c:22]([CH3:24])[s:23]1)[CH:20]1[CH:19]([CH2:18]2)[C:25]1([CH3:26])[CH3:27]. Starting materials: [Br-].[Mg+2].[Br-] (Magnesium bromide), CS(=O)(=O)CCC1OC(OC1)(C)C (4-(2-methanesulfonylethyl)-2,2-dimethyl-1,3-dioxolane). Solvent: C(C)OCC (diethyl ether). Run at time 8 hour. The product is BrCCC1OC(OC1)(C)C (4-(2-Bromoethyl)-2,2-dimethyl-1,3-dioxolane). Isolated yield 98.1%. RXN SMILES: [Br-:1].[Mg+2].[Br-].CS([CH2:8][CH2:9][CH:10]1[CH2:14][O:13][C:12]([CH3:16])([CH3:15])[O:11]1)(=O)=O>C(OCC)C>[Br:1][CH2:8][CH2:9][CH:10]1[CH2:14][O:13][C:12]([CH3:16])([CH3:15])[O:11]1 |f:0.1.2|. Reported procedure: Magnesium bromide etherate (40 g, 130 mmol) and a stir bar were added to a 2000 mL round bottom flask and flushed with nitrogen. A solution of 4-(2-methanesulfonylethyl)-2,2-dimethyl-1,3-dioxolane (I) (17.5 g, 78 mmol) in anhydrous diethyl ether (900 mL) was added via canulla, and the suspension stirred overnight. The ether was first decanted into a beaker. Water (200 mL) and ether (300 mL) were added to the precipitate and stirred for 5 minutes. The precipitate was dissolved, and the ether phas... Reactants: CCN(CC)CCCCl, O=S(=O)(c1ccc(O)cc1)c1oc2ccccc2c1-c1ccc(Cl)cc1. Product: CCN(CC)CCCOc1ccc(S(=O)(=O)c2oc3ccccc3c2-c2ccc(Cl)cc2)cc1. Reaction SMILES: [CH2:27]([CH3:28])[N:29]([CH2:30][CH2:31][CH2:32][Cl:33])[CH2:34][CH3:35].[Cl:1][c:2]1[cH:3][cH:4][c:5](-[c:8]2[c:9]([S:17](=[O:18])(=[O:19])[c:20]3[cH:21][cH:22][c:23]([OH:26])[cH:24][cH:25]3)[o:10][c:11]3[c:12]2[cH:13][cH:14][cH:15][cH:16]3)[cH:6][cH:7]1>>[Cl:1][c:2]1[cH:3][cH:4][c:5](-[c:8]2[c:9]([S:17](=[O:18])(=[O:19])[c:20]3[cH:21][cH:22][c:23]([O:26][CH2:32][CH2:31][CH2:30][N:29]([CH2:27][CH3:28])[CH2:34][CH3:35])[cH:24][cH:25]3)[o:10][c:11]3[c:12]2[cH:13][cH:14][cH:15][cH:16]3)[cH:6][cH:7]1. The reactants are C1CCOC1, Clc1ccc(CBr)cc1, [H-], [Na+], CC(=O)CC(=O)C1CCCN1C(=O)OCc1ccccc1. Yields the product CC(=O)C(Cc1ccc(Cl)cc1)C(=O)C1CCCN1C(=O)OCc1ccccc1. As a reaction SMILES: [CH2:33]1[O:34][CH2:35][CH2:36][CH2:37]1.[Cl:24][c:25]1[cH:26][cH:27][c:28]([CH2:29][Br:30])[cH:31][cH:32]1.[H-:22].[Na+:23].[O:1]=[C:2]([CH2:3][C:4](=[O:5])[CH:6]1[N:7]([C:11](=[O:12])[O:13][CH2:14][c:15]2[cH:16][cH:17][cH:18][cH:19][cH:20]2)[CH2:8][CH2:9][CH2:10]1)[CH3:21]>>[O:1]=[C:2]([CH:3]([C:4](=[O:5])[CH:6]1[N:7]([C:11](=[O:12])[O:13][CH2:14][c:15]2[cH:16][cH:17][cH:18][cH:19][cH:20]2)[CH2:8][CH2:9][CH2:10]1)[CH2:29][c:28]1[cH:27][cH:26][c:25]([Cl:24])[cH:32][cH:31]1)[CH3:21].